From a dataset of the Open Reaction Database (ORD), a public repository of structured organic reaction records. describe an organic reaction: reactants, conditions, products, and yield The reactants are FC1=C(C(=CC=C1)OC)C(CC)O (1-(2-fluoro-6-methoxy-phenyl)-propan-1-ol). Reagents/catalysts: [Pd] (palladium-on-charcoal). Run in C(C)O (ethanol). Conditions: time 10 hour. Product: FC1=C(C(=CC=C1)OC)CCC (1-fluoro-3-methoxy-2-propyl-benzene). The yield is 79.6%. RXN SMILES: [F:1][C:2]1[CH:7]=[CH:6][CH:5]=[C:4]([O:8][CH3:9])[C:3]=1[CH:10](O)[CH2:11][CH3:12]>C(O)C.[Pd]>[F:1][C:2]1[CH:7]=[CH:6][CH:5]=[C:4]([O:8][CH3:9])[C:3]=1[CH2:10][CH2:11][CH3:12]. Reported procedure: 500 mg of palladium-on-charcoal (10%) were added to a solution of 15 g (81.4 mmol) of 1-(2-fluoro-6-methoxy-phenyl)-propan-1-ol in 200 ml of ethanol and the mixture was hydrogenated at room temperature for 10 hours. The catalyst was filtered off over Dicalite and the filtrate was concentrated in a vacuum. The crude product obtained was purified by column chromatography on silica gel (dichloromethane/hexane 1:2). There were obtained 10.9 g (73%) of 1-fluoro-3-methoxy-2-propyl-benzene as a pale ye... Yields the product C(C)(C)S(=O)CC=1C(=NC2=CC=CC=C2C1C(=O)N[C@@H](CC)C1=CC=CC=C1)C1=CC=CC=C1 (3-[(isopropylsulfinyl)methyl]-2-phenyl-N-[(1S)-1-phenylpropyl]quinoline-4-carboxamide). Reaction SMILES: CS(CC1C(C2C=CC=CC=2)=NC2C(C=1C(N[C@H](C1C=CC=CC=1)CC)=O)=CC=CC=2)=[O:3].[CH:33]([S:36][CH2:37][C:38]1[C:39]([C:60]2[CH:65]=[CH:64][CH:63]=[CH:62][CH:61]=2)=[N:40][C:41]2[C:46]([C:47]=1[C:48]([NH:50][C@H:51]([C:54]1[CH:59]=[CH:58][CH:57]=[CH:56][CH:55]=1)[CH2:52][CH3:53])=[O:49])=[CH:45][CH:44]=[CH:43][CH:42]=2)([CH3:35])[CH3:34]>>[CH:33]([S:36]([CH2:37][C:38]1[C:39]([C:60]2[CH:61]=[CH:62][CH:63]=[CH:64][CH:65]=2)=[N:40][C:41]2[C:46]([C:47]=1[C:48]([NH:50][C@H:51]([C:54]1[CH:55]=[CH:56][CH:57]=[CH:58][CH:59]=1)[CH2:52][CH3:53])=[O:49])=[CH:45][CH:44]=[CH:43][CH:42]=2)=[O:3])([CH3:34])[CH3:35]. Procedure: This compound [two diastereomers] was prepared similarly to 3-[(methylsulfinyl)methyl]-2-phenyl-N-[(1S)-1-phenylpropyl]quinoline-4-carboxamide (2, scheme 1) except 3-[(isopropylthio)methyl]-2-phenyl-N-[(1S)-1-phenylpropyl]quinoline-4-carboxamide (Example 13) was used instead of 3-[(methylthio)methyl]-2-phenyl-N-[(1S)-1-phenylpropyl]quinoline-4-carboxamide (1). 1H NMR (300 MHz, CDCl3) δ 8.90-8.68 (m, 1H), 8.16-8.03 (m, 2H), 7.80-7.27 (m, 12H), 5.35-5.12 (m, 1H), 4.30-3.67 (m, 2H), 2.86-1.83 (m, 3... Reactants: CS(=O)CC=1C(=NC2=CC=CC=C2C1C(=O)N[C@@H](CC)C1=CC=CC=C1)C1=CC=CC=C1 (3-[(methylsulfinyl)methyl]-2-phenyl-N-[(1S)-1-phenylpropyl]quinoline-4-carboxamide), C(C)(C)SCC=1C(=NC2=CC=CC=C2C1C(=O)N[C@@H](CC)C1=CC=CC=C1)C1=CC=CC=C1 (3-[(isopropylthio)methyl]-2-phenyl-N-[(1S)-1-phenylpropyl]quinoline-4-carboxamide). Starting materials: C(C)(=O)OCC (ethyl acetate), C1(=CC=CC=C1)C(C)(C)NNC(=O)OC(C)(C)C (tert-Butyl 2-(2-phenylpropan-2-yl)hydrazinecarboxylate), O.C1(=CC=C(C=C1)S(=O)(=O)O)C (p-toluenesulfonic acid monohydrate), CC(C(CC(=O)OCC)=O)(CC1=CC=CC=C1)C (ethyl 4,4-dimethyl-3-oxo-5-phenylpentanoate). Solvent: C(Cl)Cl (methylene chloride), C(C)(=O)O (acetic acid). Reaction conditions: time 16 hour. The product is CC(CC1=CC=CC=C1)(C)C1=NN(C(C1)=O)C(C)(C)C1=CC=CC=C1 (3-(2-methyl-1-phenylpropan-2-yl)-1-(2-phenylpropan-2-yl)-1H-pyrazol-5(4H)-one). Yield: 12.6%. As a reaction SMILES: [C:1]1([C:7]([NH:10][NH:11]C(OC(C)(C)C)=O)([CH3:9])[CH3:8])[CH:6]=[CH:5][CH:4]=[CH:3][CH:2]=1.O.C1(C)C=CC(S(O)(=O)=O)=CC=1.[CH3:31][C:32]([CH3:48])([CH2:41][C:42]1[CH:47]=[CH:46][CH:45]=[CH:44][CH:43]=1)[C:33](=O)[CH2:34][C:35]([O:37]CC)=O.C(OCC)(=O)C>C(Cl)Cl.C(O)(=O)C>[CH3:48][C:32]([C:33]1[CH2:34][C:35](=[O:37])[N:10]([C:7]([C:1]2[CH:6]=[CH:5][CH:4]=[CH:3][CH:2]=2)([CH3:9])[CH3:8])[N:11]=1)([CH3:31])[CH2:41][C:42]1[CH:43]=[CH:44][CH:45]=[CH:46][CH:47]=1 |f:1.2|. Procedure details: tert-Butyl 2-(2-phenylpropan-2-yl)hydrazinecarboxylate (250 mg, 1.00 mmol) was dissolved in methylene chloride (2 mL), mixed with p-toluenesulfonic acid monohydrate (0.40 g, 2.1 mmol) and stirred at room temperature for 16 hours. After the stirring, the reaction solution was washed with saturated aqueous sodium hydrogen carbonate to terminate the reaction and then separated. The organic layer was washed with saturated aqueous sodium chloride, dried over anhydrous sodium sulfate and filtered, and...